This data is from the Open Reaction Database (ORD), a public repository of structured organic reaction records. The task is: describe an organic reaction: reactants, conditions, products, and yield Starting materials: CCCC1CN(C)CCC1(O)c1ccc(Cl)cc1, O=C(O)C(F)(F)F. Product: CCCC1CN(C)CC=C1c1ccc(Cl)cc1. As a reaction SMILES: [Cl:1][c:2]1[cH:3][cH:4][c:5]([C:8]2([OH:18])[CH:9]([CH2:15][CH2:16][CH3:17])[CH2:10][N:11]([CH3:14])[CH2:12][CH2:13]2)[cH:6][cH:7]1.[OH:19][C:20]([C:21]([F:22])([F:23])[F:24])=[O:25]>>[Cl:1][c:2]1[cH:3][cH:4][c:5]([C:8]2=[CH:13][CH2:12][N:11]([CH3:14])[CH2:10][CH:9]2[CH2:15][CH2:16][CH3:17])[cH:6][cH:7]1. The reactants are CC[C@@H](C=1C=CC=C(C1)O)[C@@H](C)CN(C)C (tapentadol), C(C1=CC=CC=C1)OC=1C=C(C=CC1)C(CC)=O (1-(3-(benzyloxy)phenyl)propan-1-one), [Cl-].C[N+](C)=C (N-Methyl-N-methylene-methaneaminium chloride), C(C)(=O)Cl (acetyl chloride). Run in C(C)#N (acetonitrile). Product: C(C1=CC=CC=C1)OC=1C=C(C=CC1)C(C(CN(C)C)C)=O (1-(3-(benzyloxy)phenyl)-3-(dimethylamino)-2-methylpropan-1-one). Reaction SMILES: CC[C@H]([C@H](CN(C)C)C)C1C=CC=C(O)C=1.[CH2:17]([O:24][C:25]1[CH:26]=[C:27]([C:31](=[O:34])[CH2:32][CH3:33])[CH:28]=[CH:29][CH:30]=1)[C:18]1[CH:23]=[CH:22][CH:21]=[CH:20][CH:19]=1.[Cl-].[CH3:36][N+:37](=[CH2:39])[CH3:38].C(Cl)(=O)C>C(#N)C>[CH2:17]([O:24][C:25]1[CH:26]=[C:27]([C:31](=[O:34])[CH:32]([CH3:33])[CH2:39][N:37]([CH3:38])[CH3:36])[CH:28]=[CH:29][CH:30]=1)[C:18]1[CH:19]=[CH:20][CH:21]=[CH:22][CH:23]=1 |f:2.3|. Procedure details: WO2008/012046 describes another method for the preparation of tapentadol, wherein 1-(3-(benzyloxy)phenyl)propan-1-one is reacted with N-Methyl-N-methylene-methaneaminium chloride in presence of acetyl chloride and solvent acetonitrile to obtain compound 1-(3-(benzyloxy)phenyl)-3-(dimethylamino)-2-methylpropan-1-one. The compound is resolved with L-(−)-dibenzoyltartaric acid to get (S)-1-(3-(benzyloxy)phenyl)-3-(dimethylamino)-2-methylpropan-1-one. The isolated compound is then reacted with ethyl...